This data is from the Open Reaction Database (ORD), a public repository of structured organic reaction records. The task is: describe an organic reaction: reactants, conditions, products, and yield Starting materials: CC1=[N+](C=CC(=C1)[N+](=O)[O-])[O-] (2-methyl-4-nitropyridine 1-oxide), Cl (HCl). Product: ClC1=CC(=[N+](C=C1)[O-])C (4-chloro-2-methylpyridine 1-oxide). The yield is 75.0%. RXN SMILES: [CH3:1][C:2]1[CH:7]=[C:6]([N+]([O-])=O)[CH:5]=[CH:4][N+:3]=1[O-:11].[ClH:12]>>[Cl:12][C:6]1[CH:5]=[CH:4][N+:3]([O-:11])=[C:2]([CH3:1])[CH:7]=1. Reported procedure: 2-methyl-4-nitropyridine 1-oxide (5.0 g, 32 mmol, 1.0 eq) was dissolved in concentrated HCl (80 mL) and refluxed for 3 days. The reaction was cooled and the excess concentrated HCl was removed in vacuo. The viscous oil was neutralized with 10% K2CO3 and extracted with CH2Cl2 (5×). The combined organics were dried (MgSO4), filtered, and concentrated in vacuo. Purification by flash chromatography on silica gel afforded 3.49 g (75%) of the title compound as a yellow solid. 1H NMR (400 MHz, DMSO-d6)... The reactants are CC1(C)Cc2cc(C(=O)O)ccc2NC1c1ccccc1Br, O=C([O-])[O-], CS(C)=O, [Cu]I, [K+], [K+], NC1(C(=O)[O-])CC1. Product: CC1(C)Cc2cc(C(=O)O)ccc2NC1c1ccccc1NC1(C(=O)O)CC1. As a reaction SMILES: [Br:1][c:2]1[c:3]([CH:8]2[NH:9][c:10]3[cH:11][cH:12][c:13]([C:20](=[O:21])[OH:22])[cH:14][c:15]3[CH2:16][C:17]2([CH3:18])[CH3:19])[cH:4][cH:5][cH:6][cH:7]1.[C:30](=[O:31])([O-:32])[O-:33].[CH3:36][S:37](=[O:38])[CH3:39].[Cu:40][I:41].[K+:34].[K+:35].[NH2:23][C:24]1([C:27](=[O:28])[O-:29])[CH2:25][CH2:26]1>>[c:2]1([NH:23][C:24]2([C:27](=[O:28])[OH:29])[CH2:25][CH2:26]2)[c:3]([CH:8]2[NH:9][c:10]3[cH:11][cH:12][c:13]([C:20](=[O:21])[OH:22])[cH:14][c:15]3[CH2:16][C:17]2([CH3:18])[CH3:19])[cH:4][cH:5][cH:6][cH:7]1. Reactants: C(C)(C)NC(C)C (N,N-diisopropylamine), C(CCC)[Li] (n-butyl lithium), CC1N(CCCC1=O)C(=O)OC(C)(C)C (tert-Butyl 2-methyl-3-oxopiperidine-1-carboxylate), C(\C=C\C1=CC=CC=C1)=O (trans-cinnamaldehyde). Solvent: O1CCCC1 (tetrahydrofuran), O1CCCC1 (tetrahydrofuran), O1CCCC1 (tetrahydrofuran). Run at temperature -78 celsius, time 10 minute. The product is OC(\C=C\C1=CC=CC=C1)C1C(C(N(CC1)C(=O)OC(C)(C)C)C)=O (tert-Butyl 4-[(2E)-1-hydroxyl-3-phenylprop-2-enyl]-2-methyl-3-oxopiperidine-1-carboxylate). As a reaction SMILES: C(NC(C)C)(C)C.C([Li])CCC.[CH3:13][CH:14]1[C:19](=[O:20])[CH2:18][CH2:17][CH2:16][N:15]1[C:21]([O:23][C:24]([CH3:27])([CH3:26])[CH3:25])=[O:22].[CH:28](=[O:37])/[CH:29]=[CH:30]/[C:31]1[CH:36]=[CH:35][CH:34]=[CH:33][CH:32]=1>O1CCCC1>[OH:37][CH:28]([CH:18]1[CH2:17][CH2:16][N:15]([C:21]([O:23][C:24]([CH3:26])([CH3:25])[CH3:27])=[O:22])[CH:14]([CH3:13])[C:19]1=[O:20])/[CH:29]=[CH:30]/[C:31]1[CH:36]=[CH:35][CH:34]=[CH:33][CH:32]=1. Procedure details: To a solution of 2.14 mL (15.3 mmol) of N,N-diisopropylamine in 50 mL of tetrahydrofuran at −78° C. was added 7.96 mL (15.6 mmol, 2.5M in hexane) of n-butyl lithium and the mixture was stirred at −78° C. for 10 min. The reaction was warmed to 0° C. and stirred at 0° C. for 15 min. The mixture was cooled down to −78° C. again, and a solution 2.50 g (11.7 mmol) of tert-butyl 2-methyl-3-oxopiperidine-1-carboxylate (Step C) in 5 mL of tetrahydrofuran was added to the mixture slowly. The mixture was ... Starting materials: ClC1C(NCCC(C1)(C)C)=O (3-chloro-5,5-dimethyl-2-oxoperhydroazepine), Ba(OH)2.8H2O, S(=O)(=O)([O-])[O-].[NH4+].[NH4+] (ammonium sulphate). Solvent: O (water), O (water). Conditions: temperature 110 celsius. The product is CC1(CC(NCC1)C(=O)O)C (4,4-dimethyl pipecolic acid). Isolated yield 70.7%. Reaction SMILES: Cl[CH:2]1[CH2:8][C:7]([CH3:10])([CH3:9])[CH2:6][CH2:5][NH:4][C:3]1=[O:11].S([O-])([O-])(=O)=[O:13].[NH4+].[NH4+]>O>[CH3:10][C:7]1([CH3:9])[CH2:6][CH2:5][NH:4][CH:2]([C:3]([OH:11])=[O:13])[CH2:8]1 |f:1.2.3|. Reported procedure: A suspension of 9.6 g (0.054 moles) of 3-chloro-5,5-dimethyl-2-oxoperhydroazepine and 18.98 g (0.054 moles) of Ba(OH)2.8H2O in 250 ml of water, was heated in a Parr apparatus at 110° C. for 2 hours. Then, 7.22 g (0.054 moles) of ammonium sulphate were added. The precipitate was filtered off, and the solution was evaporated in vacuo to dryness. The residue was treated with hot 2-propanol and filtered to afford a white solid which was dissolved in water and passed over an ion-exchange column (Dove...